Dataset: the Open Reaction Database (ORD), a public repository of structured organic reaction records. Task: describe an organic reaction: reactants, conditions, products, and yield Reported procedure: 8.5 g (0.02 mol) of ethyl 4,4-bis-(3-tert.-butyl-4-hydroxyphenyl)-valerate and 3.1 g (0.02 mol) of 4-hydroxy-2,2,6,6-tetramethylpiperidine are dissolved in 200 ml of xylene. 0.1 g of dibutyltin oxide is added, and the mixture is heated at the boil under nitrogen for about 6 hours, during which the resulting ethanol is distilled off continuously. When no more ethanol distils off, the reaction solution is cooled down to room temperature, is admixed with 200 ml of water and is efficiently mixed. Th... Starting materials: C(C)O (ethanol), C(C)(C)(C)C=1C=C(C=CC1O)C(CCC(=O)OCC)(C)C1=CC(=C(C=C1)O)C(C)(C)C (ethyl 4,4-bis-(3-tert.-butyl-4-hydroxyphenyl)-valerate), OC1CC(NC(C1)(C)C)(C)C (4-hydroxy-2,2,6,6-tetramethylpiperidine), C(CCC)[Sn](CCCC)=O (dibutyltin oxide). Yields the product C(C)(C)(C)C=1C=C(C=CC1O)C(CCC(=O)OC1CC(NC(C1)(C)C)(C)C)(C)C1=CC(=C(C=C1)O)C(C)(C)C (2,2,6,6-tetramethylpiperidin-4-yl 4,4-bis-(3-tert.-butyl-4-hydroxyphenyl)-valerate). Solvent: C=1(C(=CC=CC1)C)C (xylene). As a reaction SMILES: [C:1]([C:5]1[CH:6]=[C:7]([C:12]([C:21]2[CH:26]=[CH:25][C:24]([OH:27])=[C:23]([C:28]([CH3:31])([CH3:30])[CH3:29])[CH:22]=2)([CH3:20])[CH2:13][CH2:14][C:15]([O:17][CH2:18][CH3:19])=[O:16])[CH:8]=[CH:9][C:10]=1[OH:11])([CH3:4])([CH3:3])[CH3:2].OC1[CH2:38][C:37](C)([CH3:39])[NH:36][C:35]([CH3:42])([CH3:41])[CH2:34]1.C([Sn](=O)CCCC)CCC.C(O)C>C1(C)C(C)=CC=CC=1>[C:28]([C:23]1[CH:22]=[C:21]([C:12]([C:7]2[CH:8]=[CH:9][C:10]([OH:11])=[C:5]([C:1]([CH3:2])([CH3:3])[CH3:4])[CH:6]=2)([CH3:20])[CH2:13][CH2:14][C:15]([O:17][CH:18]2[CH2:34][C:35]([CH3:42])([CH3:41])[NH:36][C:37]([CH3:39])([CH3:38])[CH2:19]2)=[O:16])[CH:26]=[CH:25][C:24]=1[OH:27])([CH3:30])([CH3:29])[CH3:31]. Reactants: COc1ccc(-c2nc(Sc3ncccn3)[nH]c2-c2ccc(OC)cc2)cc1, ClCCl, O=C(OO)c1cccc(Cl)c1. The product is COc1ccc(-c2nc(S(=O)c3ncccn3)[nH]c2-c2ccc(OC)cc2)cc1. As a reaction SMILES: [CH3:12][O:13][c:14]1[cH:15][cH:16][c:17](-[c:20]2[n:21][c:22]([S:33][c:34]3[n:35][cH:36][cH:37][cH:38][n:39]3)[nH:23][c:24]2-[c:25]2[cH:26][cH:27][c:28]([O:31][CH3:32])[cH:29][cH:30]2)[cH:18][cH:19]1.[Cl:40][CH2:41][Cl:42].[OH:1][O:2][C:3]([c:4]1[cH:5][c:6]([Cl:7])[cH:8][cH:9][cH:10]1)=[O:11]>>[O:1]=[S:33]([c:22]1[nH:21][c:20](-[c:17]2[cH:16][cH:15][c:14]([O:13][CH3:12])[cH:19][cH:18]2)[c:24](-[c:25]2[cH:26][cH:27][c:28]([O:31][CH3:32])[cH:29][cH:30]2)[n:23]1)[c:34]1[n:35][cH:36][cH:37][cH:38][n:39]1. Starting materials: Cl (hydrochloric acid), CC1=C(N=C(O1)C1=CC=CC=C1)COC1=CC=C(C=N1)CN1C=C(C(=C1)C1=CC=CC=C1)CCC(=O)OCC (ethyl 3-[1-[6-(5-methyl-2-phenyl-4-oxazolylmethoxy)-3-pyridylmethyl]-4-phenyl-3-pyrrolyl]propionate), [OH-].[Na+] (sodium hydroxide), C(C)O (ethanol). The solvent is O1CCCC1 (tetrahydrofuran), O (water). Yields the product CC1=C(N=C(O1)C1=CC=CC=C1)COC1=CC=C(C=N1)CN1C=C(C(=C1)C1=CC=CC=C1)CCC(=O)O (3-[1-[6-(5-methyl-2-phenyl-4-oxazolylmethoxy)-3-pyridylmethyl]-4-phenyl-3-pyrrolyl]propionic acid). RXN SMILES: [CH3:1][C:2]1[O:6][C:5]([C:7]2[CH:12]=[CH:11][CH:10]=[CH:9][CH:8]=2)=[N:4][C:3]=1[CH2:13][O:14][C:15]1[N:20]=[CH:19][C:18]([CH2:21][N:22]2[CH:26]=[C:25]([C:27]3[CH:32]=[CH:31][CH:30]=[CH:29][CH:28]=3)[C:24]([CH2:33][CH2:34][C:35]([O:37]CC)=[O:36])=[CH:23]2)=[CH:17][CH:16]=1.[OH-].[Na+].C(O)C.Cl>O.O1CCCC1>[CH3:1][C:2]1[O:6][C:5]([C:7]2[CH:8]=[CH:9][CH:10]=[CH:11][CH:12]=2)=[N:4][C:3]=1[CH2:13][O:14][C:15]1[N:20]=[CH:19][C:18]([CH2:21][N:22]2[CH:26]=[C:25]([C:27]3[CH:28]=[CH:29][CH:30]=[CH:31][CH:32]=3)[C:24]([CH2:33][CH2:34][C:35]([OH:37])=[O:36])=[CH:23]2)=[CH:17][CH:16]=1 |f:1.2|. Reported procedure: A mixture of ethyl 3-[1-[6-(5-methyl-2-phenyl-4-oxazolylmethoxy)-3-pyridylmethyl]-4-phenyl-3-pyrrolyl]propionate (1.03 g), 1N aqueous sodium hydroxide solution (8 ml), ethanol (10 ml) and tetrahydrofuran (10 ml) was stirred at room temperature. The reaction mixture was poured into water, neutralized with 1N hydrochloric acid, and extracted with ethyl acetate. The ethyl acetate layer was washed with water, dried (MgSO4) and concentrated. The residue was subjected to silica gel column chromatograp...